Dataset: the Open Reaction Database (ORD), a public repository of structured organic reaction records. Task: describe an organic reaction: reactants, conditions, products, and yield Reactants: C1(=CC=CC=C1)CCCOC1=CC=C(C=O)C=C1 (4-(3-phenylpropoxy)benzaldehyde), C(CCC)[Li] (n-butyl lithium), ice water, CCCCCC (hexane), C(C)#N (acetonitrile). The solvent is O1CCCC1 (tetrahydrofuran), O1CCCC1 (tetrahydrofuran). Run at time 30 minute. Yields the product OC(CC#N)C1=CC=C(C=C1)OCCCC1=CC=CC=C1 (3-hydroxy-3-[4-(3-phenylpropoxy)phenyl]propanenitrile). Reaction SMILES: C([Li])CCC.CCCCCC.[C:12](#[N:14])[CH3:13].[C:15]1([CH2:21][CH2:22][CH2:23][O:24][C:25]2[CH:32]=[CH:31][C:28]([CH:29]=[O:30])=[CH:27][CH:26]=2)[CH:20]=[CH:19][CH:18]=[CH:17][CH:16]=1>O1CCCC1>[OH:30][CH:29]([C:28]1[CH:31]=[CH:32][C:25]([O:24][CH2:23][CH2:22][CH2:21][C:15]2[CH:20]=[CH:19][CH:18]=[CH:17][CH:16]=2)=[CH:26][CH:27]=1)[CH2:13][C:12]#[N:14]. Procedure details: To dry tetrahydrofuran (14 mL), n-butyl lithium (0.94 mL; a 1.6 M hexane solution) and dry acetonitrile (0.082 mL) were successively dropped at −78° C. After stirring for 30 minutes, a solution of 4-(3-phenylpropoxy)benzaldehyde (300 mg) in dry tetrahydrofuran (3 mL) was dropped into the mixture at −78° C. The reaction mixture was stirred at room temperature for 1 hour, then poured into ice-water and extracted with ethyl acetate. The organic layer was successively washed with water and a saturat... The reactants are C=CCCCC (1-hexene), C(CCC)[Li] (n-butyllithium), FC(C=O)(F)F (trifluoroacetaldehyde), Cl (HCl). Run in C(C)OCC (diethyl ether). Yields the product FC(C(C#CCCCC)O)(F)F (1,1,1-trifluoro-3-octyne-2-ol). The yield is 72.0%. As a reaction SMILES: [CH2:1]=[CH:2][CH2:3][CH2:4][CH2:5][CH3:6].C([Li])CCC.[F:12][C:13]([F:17])([F:16])[CH:14]=[O:15].Cl>C(OCC)C>[F:12][C:13]([F:17])([F:16])[CH:14]([OH:15])[C:1]#[C:2][CH2:3][CH2:4][CH2:5][CH3:6]. Procedure: 1-hexene (6.2 g, 76 mmol) and n-butyllithium (52 ml, 1.5 M in hexane) and trifluoroacetaldehyde (7 g, 71 mmol) were reacted 3 hours under the action of ultrasonic irradiation (as generated by a commercially available ultrasonic cleaner 220H manufactured by Branson Cleaning Equipment Company). The reaction mixture was poured into aqueous 2% HCl solution and diethyl ether was used for extraction of the oily layer. The extracts were then distilled to give 1,1,1-trifluoro-3-octyne-2-ol (b.p.: 83-85°... Reactants: CNCCOC, O=C(O)c1cccc(-c2nc(N3CCOCC3)nc3c2CCN3c2ccncc2)c1. Yields the product COCCN(C)C(=O)c1cccc(-c2nc(N3CCOCC3)nc3c2CCN3c2ccncc2)c1. As a reaction SMILES: [CH3:31][O:32][CH2:33][CH2:34][NH:35][CH3:36].[O:1]1[CH2:2][CH2:3][N:4]([c:7]2[n:8][c:9](-[c:22]3[cH:23][c:24]([C:25](=[O:26])[OH:27])[cH:28][cH:29][cH:30]3)[c:10]3[c:11]([n:12]2)[N:13]([c:16]2[cH:17][cH:18][n:19][cH:20][cH:21]2)[CH2:14][CH2:15]3)[CH2:5][CH2:6]1>>[O:1]1[CH2:2][CH2:3][N:4]([c:7]2[n:8][c:9](-[c:22]3[cH:23][c:24]([C:25](=[O:27])[N:35]([CH2:34][CH2:33][O:32][CH3:31])[CH3:36])[cH:28][cH:29][cH:30]3)[c:10]3[c:11]([n:12]2)[N:13]([c:16]2[cH:17][cH:18][n:19][cH:20][cH:21]2)[CH2:14][CH2:15]3)[CH2:5][CH2:6]1. Reactants: CC(=O)OC(C)=O, O=C(c1ccc[nH]1)C(Cl)(Cl)Cl, O=[N+]([O-])O. Yields the product O=C(c1cc([N+](=O)[O-])c[nH]1)C(Cl)(Cl)Cl. RXN SMILES: [CH3:16][C:17]([O:18][C:19](=[O:20])[CH3:21])=[O:22].[Cl:5][C:6]([C:7](=[O:8])[c:9]1[nH:10][cH:11][cH:12][cH:13]1)([Cl:14])[Cl:15].[OH:1][N+:2]([O-:3])=[O:4]>>[O-:1][N+:2](=[O:4])[c:12]1[cH:11][nH:10][c:9]([C:7]([C:6]([Cl:5])([Cl:14])[Cl:15])=[O:8])[cH:13]1. Starting materials: O (water), COC1=CC2=C(N=CS2)C=C1 (6-methoxybenzothiazole), C(O)([O-])=O.[Na+] (sodium hydrogen carbonate). Run in Br (hydrobromic acid). Conditions: time 6 hour. The product is OC1=CC2=C(N=CS2)C=C1 (6-hydroxybenzothiazole). Yield: 95.6%. RXN SMILES: C[O:2][C:3]1[CH:11]=[CH:10][C:6]2[N:7]=[CH:8][S:9][C:5]=2[CH:4]=1.O.C(=O)([O-])O.[Na+]>Br>[OH:2][C:3]1[CH:11]=[CH:10][C:6]2[N:7]=[CH:8][S:9][C:5]=2[CH:4]=1 |f:2.3|. Reported procedure: The product of Step 1 (1.2 g) in hydrobromic acid (10 ml, 48%) was heated at 120° C. with stirring for 6 hours then stored at ambient temperature for 2 days. The hot, pale yellow solution produced a suspension on cooling. The suspension was dissolved by the addition of water then the solution was adjusted to pH 6 by addition of sodium hydrogen carbonate and the solid that precipitated was filtered from solution, washed with water and sucked to dryness. The solid was dissolved in ethyl acetate, t... Reactants: O=C1N(Cc2ccccc2)C(SCc2ccccc2)=NC12CC(c1ccccc1)Oc1ccc(Br)cc12, CO, CO, CCO, N. Product: NC1=NC2(CC(c3ccccc3)Oc3ccc(Br)cc32)C(=O)N1Cc1ccccc1. RXN SMILES: [CH2:1]([c:2]1[cH:3][cH:4][cH:5][cH:6][cH:7]1)[N:8]1[C:9]([S:30][CH2:31][c:32]2[cH:33][cH:34][cH:35][cH:36][cH:37]2)=[N:10][C:11]2([CH2:12][CH:13]([c:22]3[cH:23][cH:24][cH:25][cH:26][cH:27]3)[O:14][c:15]3[cH:16][cH:17][c:18]([Br:21])[cH:19][c:20]32)[C:28]1=[O:29].[CH3:39][OH:40].[CH3:41][OH:42].[CH3:43][CH2:44][OH:45].[NH3:38]>>[CH2:1]([c:2]1[cH:3][cH:4][cH:5][cH:6][cH:7]1)[N:8]1[C:9]([NH2:38])=[N:10][C:11]2([CH2:12][CH:13]([c:22]3[cH:23][cH:24][cH:25][cH:26][cH:27]3)[O:14][c:15]3[cH:16][cH:17][c:18]([Br:21])[cH:19][c:20]32)[C:28]1=[O:29]. Yields the product BrC1=C2CC(NC(C2=CC2=C1C=CC=C2)C2=C(C=CC=C2)Cl)=O (5-Bromo-1-(2'-chlorophenyl)-1,4-dihydro-benz[g]isoquinol-3-one). Reported procedure: This compound was prepared from 1-bromo-2-naphthylacetonitrile and 2-chlorobenzaldehyde. m.p. 256°-257° C. (chloroform-ethyl acetate). The reactants are BrC1=C(C=CC2=CC=CC=C12)CC#N (1-bromo-2-naphthylacetonitrile), ClC1=C(C=O)C=CC=C1 (2-chlorobenzaldehyde), C(Cl)(Cl)Cl.C(C)(=O)OCC (chloroform ethyl acetate). RXN SMILES: [Br:1][C:2]1[C:11]2[C:6](=[CH:7][CH:8]=[CH:9][CH:10]=2)[CH:5]=[CH:4][C:3]=1[CH2:12][C:13]#[N:14].[Cl:15][C:16]1[CH:23]=[CH:22][CH:21]=[CH:20][C:17]=1[CH:18]=O.C(Cl)(Cl)Cl.C(OCC)(=[O:30])C>>[Br:1][C:2]1[C:11]2[CH:10]=[CH:9][CH:8]=[CH:7][C:6]=2[CH:5]=[C:4]2[C:3]=1[CH2:12][C:13](=[O:30])[NH:14][CH:18]2[C:17]1[CH:20]=[CH:21][CH:22]=[CH:23][C:16]=1[Cl:15] |f:2.3|. The reactants are COC(COC1=NC=NC(=C1[N+](=O)[O-])Cl)=O ((6-chloro-5-nitro-pyrimidin-4-yloxy)-acetic acid methyl ester), [Sn](Cl)(Cl)(Cl)Cl (tin tetrachloride), [OH-].[Na+] (sodium hydroxide). Run in Cl (hydrochloric acid). The product is N1=CN=CC2=C1OCC(N2)=O (5H-pyrimido-[4,5-b][1,4]oxazin-6-one). RXN SMILES: C[O:2][C:3](=O)[CH2:4][O:5][C:6]1[C:11]([N+:12]([O-])=O)=[C:10](Cl)[N:9]=[CH:8][N:7]=1.[Sn](Cl)(Cl)(Cl)Cl.[OH-].[Na+]>Cl>[N:7]1[C:6]2[O:5][CH2:4][C:3](=[O:2])[NH:12][C:11]=2[CH:10]=[N:9][CH:8]=1 |f:2.3|. Procedure: In a 25 ml flask, (6-chloro-5-nitro-pyrimidin-4-yloxy)-acetic acid methyl ester (280 mg, 1.1 mmol) and tin tetrachloride (849 mg, 4.5 mmol) were dissolved in hydrochloric acid (7 ml) and heated for 1 hour at 80□. The reaction mixture was cooled to room temperature and neutralized by adding 10% sodium hydroxide solution dropwise, and the formed solid was removed by filtration. The filtrate was extracted with ethyl acetate, and the combined organic layer was washed with saturated saline solution, ... Reactants: C(C)(=O)O[BH-](OC(C)=O)OC(C)=O.[Na+] (sodium triacetoxyborohydride), C(C)S(=O)(=O)N1CCC(CC1)C1=CNC2=C(C=C(C=C12)C1=CSC(=C1)C=O)C(=O)N (3-[1-(ethylsulfonyl)-4-piperidinyl]-5-(5-formyl-3-thienyl)-1H-indole-7-carboxamide), CNCC(=O)OCC (ethyl N-methylglycinate). The reagents and catalysts are C(C)(=O)O (acetic acid). Run in CS(=O)C (dimethyl sulfoxide). Run at time 8 hour. Product: NC(=O)C=1C=C(C=C2C(=CNC12)C1CCN(CC1)S(=O)(=O)CC)C=1C=C(SC1)CN(CC(=O)OCC)C (ethyl N-[(4-[7-(aminocarbonyl)-3-[1-(ethylsulfonyl)-4-piperidinyl]-1H-indol-5-yl]-2-thienyl)methyl]-N-methylglycinate). Isolated yield 30.2%. RXN SMILES: [CH2:1]([S:3]([N:6]1[CH2:11][CH2:10][CH:9]([C:12]2[C:20]3[C:15](=[C:16]([C:28]([NH2:30])=[O:29])[CH:17]=[C:18]([C:21]4[CH:25]=[C:24]([CH:26]=O)[S:23][CH:22]=4)[CH:19]=3)[NH:14][CH:13]=2)[CH2:8][CH2:7]1)(=[O:5])=[O:4])[CH3:2].[CH3:31][NH:32][CH2:33][C:34]([O:36][CH2:37][CH3:38])=[O:35].C(O[BH-](OC(=O)C)OC(=O)C)(=O)C.[Na+]>CS(C)=O.C(O)(=O)C>[NH2:30][C:28]([C:16]1[CH:17]=[C:18]([C:21]2[CH:25]=[C:24]([CH2:26][N:32]([CH3:31])[CH2:33][C:34]([O:36][CH2:37][CH3:38])=[O:35])[S:23][CH:22]=2)[CH:19]=[C:20]2[C:15]=1[NH:14][CH:13]=[C:12]2[CH:9]1[CH2:10][CH2:11][N:6]([S:3]([CH2:1][CH3:2])(=[O:5])=[O:4])[CH2:7][CH2:8]1)=[O:29] |f:2.3|. Reported procedure: To a solution of 3-[1-(ethylsulfonyl)-4-piperidinyl]-5-(5-formyl-3-thienyl)-1H-indole-7-carboxamide (45 mg, 100 μmol) in dimethyl sulfoxide (1.0 mL) was added ethyl N-methylglycinate (320 μmol) and 2 to 3 drops of glacial acetic acid. The resulting mixture is agitated overnight. After 18 h, sodium triacetoxyborohydride (200 mg, 1000 μmol) is added. This mixture is agitated for 1.5 h followed by purification by Gilson Preparatory HPLC to give 16.5 mg of the title compound (30.0%). Starting materials: CN (methylamine), COC(=O)C=1C=C(C(=O)NCC(=O)O)C=C(C1)[N+](=O)[O-] (N-(3-methoxycarbonyl-5-nitrobenzoyl)-glycine). Run in CO (methanol). Conditions: time 3 day. Product: C[NH3+].CNC(=O)C=1C=C(C(=O)NCC(=O)[O-])C=C(C1)[N+](=O)[O-] (N-(3-methylaminocarbonyl-5-nitrobenzoyl)-glycine Methylammonium Salt). As a reaction SMILES: [CH3:1][NH2:2].CO[C:5]([C:7]1[CH:8]=[C:9]([CH:17]=[C:18]([N+:20]([O-:22])=[O:21])[CH:19]=1)[C:10]([NH:12][CH2:13][C:14]([OH:16])=[O:15])=[O:11])=[O:6]>CO>[CH3:10][NH3+:12].[CH3:1][NH:2][C:5]([C:7]1[CH:8]=[C:9]([CH:17]=[C:18]([N+:20]([O-:22])=[O:21])[CH:19]=1)[C:10]([NH:12][CH2:13][C:14]([O-:16])=[O:15])=[O:11])=[O:6] |f:3.4|. Procedure details: 15 ml. of liquid methylamine is added at 0° C. to 42.3 g. (0.15 mole) of N-(3-methoxycarbonyl-5-nitrobenzoyl)-glycine (VIa) in 150 ml. of methanol; the reaction mixture is stored for 3 days at room temperature. Then, the mixture is concentrated to dryness under vacuum, and the residue is refluxed with absolute alcohol. After cooling, the reaction mixture is filtered, washed with alcohol and dried under vacuum.